This data is from the Open Reaction Database (ORD), a public repository of structured organic reaction records. The task is: describe an organic reaction: reactants, conditions, products, and yield Reactants: ClC1=CC(=C(OC2=CC(=C(C=C2F)S(=O)(=O)N(C(OC(C)(C)C)=O)C=2N=CSC2)F)C=C1)C1=CC(=NC=C1)C=O (tert-Butyl ({4-[4-chloro-2-(2-formylpyridin-4-yl)phenoxy]-2,5-difluorophenyl}sulfonyl)1,3-thiazol-4-ylcarbamate), C([O-])(O)=O.[Na+] (sodium bicarbonate), Cl.N1CCC1 (azetidine hydrochloride), C(C)(=O)O[BH-](OC(C)=O)OC(C)=O.[Na+] (Sodium triacetoxyborohydride). The solvent is ClCCl (dichloromethane). Run at time 30 minute. The product is N1(CCC1)CC1=NC=CC(=C1)C1=C(OC2=CC(=C(C=C2F)S(=O)(=O)N(C(OC(C)(C)C)=O)C=2N=CSC2)F)C=CC(=C1)Cl (tert-Butyl [(4-{2-[2-(azetidin-1-ylmethyl)pyridin-4-yl]-4-chlorophenoxy}-2,5-difluorophenyl)sulfonyl]1,3-thiazol-4-ylcarbamate). RXN SMILES: [Cl:1][C:2]1[CH:32]=[CH:31][C:5]([O:6][C:7]2[C:12]([F:13])=[CH:11][C:10]([S:14]([N:17]([C:25]3[N:26]=[CH:27][S:28][CH:29]=3)[C:18](=[O:24])[O:19][C:20]([CH3:23])([CH3:22])[CH3:21])(=[O:16])=[O:15])=[C:9]([F:30])[CH:8]=2)=[C:4]([C:33]2[CH:38]=[CH:37][N:36]=[C:35]([CH:39]=O)[CH:34]=2)[CH:3]=1.Cl.[NH:42]1[CH2:45][CH2:44][CH2:43]1.C(O[BH-](OC(=O)C)OC(=O)C)(=O)C.[Na+].C(=O)(O)[O-].[Na+]>ClCCl>[N:42]1([CH2:39][C:35]2[CH:34]=[C:33]([C:4]3[CH:3]=[C:2]([Cl:1])[CH:32]=[CH:31][C:5]=3[O:6][C:7]3[C:12]([F:13])=[CH:11][C:10]([S:14]([N:17]([C:25]4[N:26]=[CH:27][S:28][CH:29]=4)[C:18](=[O:24])[O:19][C:20]([CH3:23])([CH3:21])[CH3:22])(=[O:16])=[O:15])=[C:9]([F:30])[CH:8]=3)[CH:38]=[CH:37][N:36]=2)[CH2:45][CH2:44][CH2:43]1 |f:1.2,3.4,5.6|. Reported procedure: tert-Butyl ({4-[4-chloro-2-(2-formylpyridin-4-yl)phenoxy]-2,5-difluorophenyl}sulfonyl)1,3-thiazol-4-ylcarbamate, (Preparation 879, 0.36 g, 0.00059 mol) was dissolved in dichloromethane (3 mL) then azetidine hydrochloride (0.083 g, 0.00089 mol) was added and reaction allowed to stir at room temperature for 30 minutes. Sodium triacetoxyborohydride (0.144 g, 0.00068 mol) was added and the reaction stirred at room temperature for 18 hours. Saturated aqueous sodium bicarbonate solution (5 mL) was add...